describe an organic reaction: reactants, conditions, products, and yield From a dataset of the Open Reaction Database (ORD), a public repository of structured organic reaction records. Reactants: N1CCC(CCC1)OCC=1C(=NOC1C1CC1)C1=C(C=CC=C1Cl)Cl (4-((azepan-4-yloxy)methyl)-5-cyclopropyl-3-(2,6-dichlorophenyl)isoxazol), BrC1=CC2=C(C(=NS2)C(=O)OC)C=C1 (methyl 6-bromobenzo[d]isothiazole-3-carboxylate), C([O-])([O-])=O.[Cs+].[Cs+] (cesium carbonate), CC(C)C1=CC(=C(C(=C1)C(C)C)C2=C(C=CC=C2)P(C3CCCCC3)C4CCCCC4)C(C)C (X-Phos). Reagents/catalysts: C=1C=CC(=CC1)/C=C/C(=O)/C=C/C2=CC=CC=C2.C=1C=CC(=CC1)/C=C/C(=O)/C=C/C2=CC=CC=C2.C=1C=CC(=CC1)/C=C/C(=O)/C=C/C2=CC=CC=C2.[Pd].[Pd] (Pd2(dba)3). Run in C=1(C(=CC=CC1)C)C (xylene). Run at temperature 130 celsius. The product is C1(CC1)C1=C(C(=NO1)C1=C(C=CC=C1Cl)Cl)COC1CCN(CCC1)C1=CC2=C(C(=NS2)C(=O)OC)C=C1 (Methyl 6-(4-((5-cyclopropyl-3-(2,6-dichlorophenyl)isoxazol-4-yl)methoxy)azepan-1-yl)benzo[d]isothiazole-3-carboxylate). Yield: 47.6%. As a reaction SMILES: [NH:1]1[CH2:7][CH2:6][CH2:5][CH:4]([O:8][CH2:9][C:10]2[C:11]([C:18]3[C:23]([Cl:24])=[CH:22][CH:21]=[CH:20][C:19]=3[Cl:25])=[N:12][O:13][C:14]=2[CH:15]2[CH2:17][CH2:16]2)[CH2:3][CH2:2]1.Br[C:27]1[CH:39]=[CH:38][C:30]2[C:31]([C:34]([O:36][CH3:37])=[O:35])=[N:32][S:33][C:29]=2[CH:28]=1.C(=O)([O-])[O-].[Cs+].[Cs+].CC(C1C=C(C(C)C)C(C2C=CC=CC=2P(C2CCCCC2)C2CCCCC2)=C(C(C)C)C=1)C>C1C=CC(/C=C/C(/C=C/C2C=CC=CC=2)=O)=CC=1.C1C=CC(/C=C/C(/C=C/C2C=CC=CC=2)=O)=CC=1.C1C=CC(/C=C/C(/C=C/C2C=CC=CC=2)=O)=CC=1.[Pd].[Pd].C1(C)C(C)=CC=CC=1>[CH:15]1([C:14]2[O:13][N:12]=[C:11]([C:18]3[C:19]([Cl:25])=[CH:20][CH:21]=[CH:22][C:23]=3[Cl:24])[C:10]=2[CH2:9][O:8][CH:4]2[CH2:5][CH2:6][CH2:7][N:1]([C:27]3[CH:39]=[CH:38][C:30]4[C:31]([C:34]([O:36][CH3:37])=[O:35])=[N:32][S:33][C:29]=4[CH:28]=3)[CH2:2][CH2:3]2)[CH2:16][CH2:17]1 |f:2.3.4,6.7.8.9.10|. Procedure: To an oven dried flask purged with argon, add 4-((azepan-4-yloxy)methyl)-5-cyclopropyl-3-(2,6-dichlorophenyl)isoxazol (0.51 g, 1.34 mmol), methyl 6-bromobenzo[d]isothiazole-3-carboxylate (0.30 g, 1.10 mmol), cesium carbonate (0.51 g, 1.56 mmol), X-Phos (0.04 g, 0.084 mmol), xylene (10 ml) and Pd2(dba)3 (0.025 g, 0.028 mmol). Purge the mixture with argon and heat to 130° C. until the starting materials are consumed as confirmed by TLC. Cool the reaction mixture to room temperature, filter through...